Dataset: the Open Reaction Database (ORD), a public repository of structured organic reaction records. Task: describe an organic reaction: reactants, conditions, products, and yield Reaction conditions: temperature 10 celsius. The solvent is C(Cl)(Cl)Cl (chloroform). The product is C(C)OP(OCC)(=O)C(C1=CC=CC=C1)N(C(=O)N)CCCl (α-[N-(2-chloroethyl)ureido]benzylphosphonic acid diethyl ester). As a reaction SMILES: [CH2:1]([O:3][P:4]([CH:9](N)[C:10]1[CH:15]=[CH:14][CH:13]=[CH:12][CH:11]=1)(=[O:8])[O:5][CH2:6][CH3:7])[CH3:2].[Cl:17][CH2:18][CH2:19][N:20]=[C:21]=[O:22].[NH2:23]P(=O)([O-])[O-]>C(Cl)(Cl)Cl>[CH2:6]([O:5][P:4]([CH:9]([N:20]([CH2:19][CH2:18][Cl:17])[C:21]([NH2:23])=[O:22])[C:10]1[CH:15]=[CH:14][CH:13]=[CH:12][CH:11]=1)(=[O:8])[O:3][CH2:1][CH3:2])[CH3:7]. Isolated yield 85.0%. Starting materials: ClCCN=C=O (β-chloroethyl isocyanate), C(C)OP(OCC)(=O)C(C1=CC=CC=C1)N (α-aminobenzylphosphonic acid diethyl ester), NP([O-])([O-])=O (aminophosphonate). Procedure details: A solution of 0.05 mol of α-aminobenzylphosphonic acid diethyl ester in 30 ml of chloroform is cooled to 0° C. in an ice-bath and then a large excess (0.06 mol) of β-chloroethyl isocyanate is added. The temperature of the reaction is then maintained at 10° C. while continuing stirring until the reaction is complete. (Examination by thin layer chromatography is used to ascertain that the starting aminophosphonate has disappeared completely. After evaporation of the solvent under reduced pressure,... Reactants: C1COC2(CCC(CC2)=O)O1 (1,4-cyclohexanedione mono-ethylene ketal), C(C)OC(=O)C1=CC=C(C=C1)B(O)O (4-ethoxycarbonylphenylboronic acid), trans-dichlorobis(triphenylphosphine) palladium (II), enol triflate, FC(S(=O)(=O)N(S(=O)(=O)C(F)(F)F)C1=NC=C(C=C1)Cl)(F)F (2-[N,N-bis(trifluoromethylsulfonyl)amino]5-chloropyridine), C[Si](C)(C)[N-][Si](C)(C)C.[Li+] (lithium bis(trimethylsilyl)amide), C([O-])([O-])=O.[Na+].[Na+] (sodium carbonate). The solvent is C1CCOC1 (THF), C1CCOC1 (THF), C(C)#N (Acetonitrile). Reaction conditions: time 10 minute. The product is O1CCOC12CC=C(CC2)C2=CC=C(C(=O)OCC)C=C2 (Ethyl 4-(1,4-dioxaspiro[4.5]dec-7-en-8-yl)benzoate). As a reaction SMILES: [CH2:1]1[O:11][C:4]2([CH2:9][CH2:8][C:7](=O)[CH2:6][CH2:5]2)[O:3][CH2:2]1.C[Si]([N-][Si](C)(C)C)(C)C.[Li+].FC(F)(F)S(N(C1C=CC(Cl)=CN=1)S(C(F)(F)F)(=O)=O)(=O)=O.[CH2:44]([O:46][C:47]([C:49]1[CH:54]=[CH:53][C:52](B(O)O)=[CH:51][CH:50]=1)=[O:48])[CH3:45].C(=O)([O-])[O-].[Na+].[Na+]>C1COCC1.C(#N)C>[O:3]1[C:4]2([CH2:9][CH2:8][C:7]([C:52]3[CH:53]=[CH:54][C:49]([C:47]([O:46][CH2:44][CH3:45])=[O:48])=[CH:50][CH:51]=3)=[CH:6][CH2:5]2)[O:11][CH2:1][CH2:2]1 |f:1.2,5.6.7|. Reported procedure: To a cooled (−78° C.) solution of 1,4-cyclohexanedione mono-ethylene ketal (1.00 g, 6.40 mmol) in anhydrous THF (30 mL) was added lithium bis(trimethylsilyl)amide (7.7 mL, 1.0 M in THF, 7.70 mmol) dropwise. After 10 min, a solution of 2-[N,N-bis(trifluoromethylsulfonyl)amino]5-chloropyridine (2.51 g, 6.40 mmol) in THF (10 mL) was added, and the resulting mixture was allowed to warm slowly to ambient temperature overnight, at which point it was quenched by pouring into sat. aq. NaHCO3. The mixtur...